From a dataset of the Open Reaction Database (ORD), a public repository of structured organic reaction records. describe an organic reaction: reactants, conditions, products, and yield Starting materials: NCC1CCN(CC1)C1=NC(=NC=C1F)NC1=CC=C(C=C1)N1CCN(CC1)C(C)=O (1-(4-(4-(4-(4-(aminomethyl)piperidin-1-yl)-5-fluoropyrimidin-2-ylamino)phenyl)piperazin-1-yl)ethanone), NC1=CC=C(C(=O)O)C=C1 (4-aminobenzoic acid). The product is NCC1CCN(CC1)C1=NC(=NC=C1F)NC1=CC=C(C(=O)O)C=C1 (4-(4-(4-(aminomethyl)piperidin-1-yl)-5-fluoropyrimidin-2-ylamino)benzoic acid). As a reaction SMILES: [NH2:1][CH2:2][CH:3]1[CH2:8][CH2:7][N:6]([C:9]2[C:14]([F:15])=[CH:13][N:12]=[C:11]([NH:16][C:17]3[CH:22]=[CH:21][C:20](N4CCN(C(=O)C)CC4)=[CH:19][CH:18]=3)[N:10]=2)[CH2:5][CH2:4]1.NC1C=CC([C:37]([OH:39])=[O:38])=CC=1>>[NH2:1][CH2:2][CH:3]1[CH2:8][CH2:7][N:6]([C:9]2[C:14]([F:15])=[CH:13][N:12]=[C:11]([NH:16][C:17]3[CH:22]=[CH:21][C:20]([C:37]([OH:39])=[O:38])=[CH:19][CH:18]=3)[N:10]=2)[CH2:5][CH2:4]1. Procedure: The titled compound was synthesized analogously as compound 1-(4-(4-(4-(4-(aminomethyl)piperidin-1-yl)-5-fluoropyrimidin-2-ylamino)phenyl)piperazin-1-yl)ethanone, by using 4-aminobenzoic acid. MS 346.2 (M+H); UV 215.8, 275.8, 292.8 nm. Starting materials: C=O (formaldehyde), C(#N)CC(=O)O (Cyanoacetic acid), C(=O)=O (carbon dioxide), OC1CCNCC1 (4-Hydroxypiperidine), C=O (formaldehyde). Run in O1CCOCC1 (dioxane), C(Cl)Cl (methylene chloride). Yields the product OC1CCN(CC1)CC(C#N)=C (2-(4-Hydroxy-1-piperidylmethyl)propenenitrile). Reaction SMILES: [C:1]([CH2:3][C:4](O)=O)#[N:2].[OH:7][CH:8]1[CH2:13][CH2:12][NH:11][CH2:10][CH2:9]1.C=O.[C:16](=O)=O>C(Cl)Cl.O1CCOCC1>[OH:7][CH:8]1[CH2:13][CH2:12][N:11]([CH2:16][C:3](=[CH2:4])[C:1]#[N:2])[CH2:10][CH2:9]1. Procedure details: Cyanoacetic acid (8.5 g., 0.1 mole) was dissolved in 25 ml. of dioxane. 4-Hydroxypiperidine (10.1 g., 0.1 mole) was added within two minutes; the resultant slurry temperature rose to 33° C. After 1 hour of mixing, 37% aqueous formaldehyde (17 g., 0.2 mole) was run in over a 12 minute period. The temperature rose to 38° C. and carbon dioxide evolved steadily. All was in solution after about one-half of the formaldehyde was added and an additional twelve hours was used to complete the reaction. It... Starting materials: Cl (HCl), N1=CC(=CC=C1)C=1C2CNCC(C1)C2 (6-(3-Pyridinyl)-3-azabicyclo[3.2.1]oct-6-ene), C(C)OCC (diethyl ether). The solvent is C(C)(C)O (isopropanol), C(C)O (ethanol). Procedure details: 6-(3-Pyridinyl)-3-azabicyclo[3.2.1]oct-6-ene (190 mg, 1.0 mmol) was dissolved in ethanol (5 ml), and 12 N HCl (2 ml) was added. The solution was sonicated for 3 min, and then concentrated by azeotropic rotary evaporation with ethanol (3×5 ml) to yield a fluffy solid. Then the salt was dissolved in hot isopropanol (2 ml), and diethyl ether was added until a milky solution formed. Cooling in the freezer produced a light brown solid. The solid was filtered, washed with diethyl ether, and dried unde... Yields the product Cl.Cl.N1=CC(=CC=C1)C=1C2CNCC(C1)C2 (6-(3-pyridinyl)-3-azabicyclo[3.2.1]oct-6-ene dihydrochloride). Yield: 87.0%. Reaction SMILES: [N:1]1[CH:6]=[CH:5][CH:4]=[C:3]([C:7]2[CH:8]3[CH2:14][CH:12]([CH:13]=2)[CH2:11][NH:10][CH2:9]3)[CH:2]=1.[ClH:15].C(OCC)C>C(O)C.C(O)(C)C>[ClH:15].[ClH:15].[N:1]1[CH:6]=[CH:5][CH:4]=[C:3]([C:7]2[CH:8]3[CH2:14][CH:12]([CH:13]=2)[CH2:11][NH:10][CH2:9]3)[CH:2]=1 |f:5.6.7|. Reactants: CC(C=O)CO[Si](c1ccccc1)(c1ccccc1)C(C)(C)C, C1CCOC1, [Li]CCCC. Product: C=CC(C)CO[Si](c1ccccc1)(c1ccccc1)C(C)(C)C. Reaction SMILES: [C:6]([CH3:7])([CH3:8])([CH3:9])[Si:10]([O:11][CH2:12][CH:13]([CH:14]=[O:15])[CH3:16])([c:17]1[cH:18][cH:19][cH:20][cH:21][cH:22]1)[c:23]1[cH:24][cH:25][cH:26][cH:27][cH:28]1.[CH2:29]1[O:30][CH2:31][CH2:32][CH2:33]1.[Li:1][CH2:2][CH2:3][CH2:4][CH3:5]>>[CH2:2]=[CH:14][CH:13]([CH2:12][O:11][Si:10]([C:6]([CH3:7])([CH3:8])[CH3:9])([c:17]1[cH:18][cH:19][cH:20][cH:21][cH:22]1)[c:23]1[cH:24][cH:25][cH:26][cH:27][cH:28]1)[CH3:16]. Conditions: time 20 minute. Procedure: N,3-dimethylbenzenesulfonamide (0.250 g, 1.3 mmol) was added to a microwave vial, equipped with a stir bar. Then DMF (3 ml) was added to the mixture, followed by sodium hydride (0.160 g, 6.7 mmol) and allowed the mixture to stir 20 minutes. Then 2,6-dichloropyridine (0.300 g, 2.0 mmol), palladium(II) acetate (0.030 g, 0.13 mmol) and Xantphos (0.024 g) was added to the mixture. The vial was capped and placed into CEM Microwave for 10 minutes at 100° C., while 100 watts of energy was supplied via ... RXN SMILES: [CH3:1][NH:2][S:3]([C:6]1[CH:11]=[CH:10][CH:9]=[C:8]([CH3:12])[CH:7]=1)(=[O:5])=[O:4].[H-].[Na+].Cl[C:16]1[CH:21]=[CH:20][CH:19]=[C:18]([Cl:22])[N:17]=1.CC1(C)C2C(=C(P(C3C=CC=CC=3)C3C=CC=CC=3)C=CC=2)OC2C(P(C3C=CC=CC=3)C3C=CC=CC=3)=CC=CC1=2>C([O-])(=O)C.[Pd+2].C([O-])(=O)C.CN(C=O)C>[Cl:22][C:18]1[N:17]=[C:16]([N:2]([CH3:1])[S:3]([C:6]2[CH:11]=[CH:10][CH:9]=[C:8]([CH3:12])[CH:7]=2)(=[O:5])=[O:4])[CH:21]=[CH:20][CH:19]=1 |f:1.2,5.6.7|. The reactants are ClC1=NC(=CC=C1)Cl (2,6-dichloropyridine), CC1(C2=C(C(=CC=C2)P(C3=CC=CC=C3)C4=CC=CC=C4)OC5=C(C=CC=C51)P(C6=CC=CC=C6)C7=CC=CC=C7)C (Xantphos), CNS(=O)(=O)C1=CC(=CC=C1)C (N,3-dimethylbenzenesulfonamide), [H-].[Na+] (sodium hydride). Reagents/catalysts: C(C)(=O)[O-].[Pd+2].C(C)(=O)[O-] (palladium(II) acetate). Yields the product ClC1=CC=CC(=N1)N(S(=O)(=O)C1=CC(=CC=C1)C)C (N-(6-chloropyridin-2-yl)-N,3-dimethylbenzenesulfonamide). The solvent is CN(C)C=O (DMF). Starting materials: C(C)(C)(C)OC(=O)C=1C(=NC2=CC=C(C=C2C1C1=CC(=CC=C1)Cl)Cl)OC(C(F)(F)F)C (6-chloro-4-(3-chloro-phenyl)-2-(2,2,2-trifluoro-1-methyl-ethoxy)-quinoline-3-carboxylic acid tert-butyl ester), Cl (HCl), solid. Run in O1CCOCC1 (dioxane). The product is ClC=1C=C2C(=C(C(=NC2=CC1)OC(C(F)(F)F)C)C(=O)O)C1=CC(=CC=C1)Cl (6-Chloro-4-(3-chloro-phenyl)-2-(2,2,2-trifluoro-1-methyl-ethoxy)-quinoline-3-carboxylic acid). Reaction SMILES: C([O:5][C:6]([C:8]1[C:9]([O:26][CH:27]([CH3:32])[C:28]([F:31])([F:30])[F:29])=[N:10][C:11]2[C:16]([C:17]=1[C:18]1[CH:23]=[CH:22][CH:21]=[C:20]([Cl:24])[CH:19]=1)=[CH:15][C:14]([Cl:25])=[CH:13][CH:12]=2)=[O:7])(C)(C)C.Cl>O1CCOCC1>[Cl:25][C:14]1[CH:15]=[C:16]2[C:11](=[CH:12][CH:13]=1)[N:10]=[C:9]([O:26][CH:27]([CH3:32])[C:28]([F:31])([F:30])[F:29])[C:8]([C:6]([OH:7])=[O:5])=[C:17]2[C:18]1[CH:23]=[CH:22][CH:21]=[C:20]([Cl:24])[CH:19]=1. Procedure details: The title compound was prepared in analogy to example 91 step E from 6-chloro-4-(3-chloro-phenyl)-2-(2,2,2-trifluoro-1-methyl-ethoxy)-quinoline-3-carboxylic acid tert-butyl ester (60 mg, 0.12 mmol) and 4N HCl in dioxane. Off white solid (21 mg, 40%). LC-MS (ESI): 428 (M−H)−.